This data is from the Open Reaction Database (ORD), a public repository of structured organic reaction records. The task is: describe an organic reaction: reactants, conditions, products, and yield Reactants: COC1=C(C=C(C(=O)O)C=C1)\C=C\C1=CC=C(C=C1)OC(F)(F)F (4-methoxy-3-[(E)-2-(4-trifluoromethoxyphenyl)vinyl]benzoic acid), Cl.C(C1=CC=CC=C1)NN (benzylhydrazine hydrochloride). Yields the product C(C1=CC=CC=C1)NNC(C1=CC(=C(C=C1)OC)\C=C\C1=CC=C(C=C1)OC(F)(F)F)=O (4-methoxy-3-[(E)-2-(4-trifluoromethoxyphenyl)-vinyl]benzoic acid N′-benzylhydrazide). Reaction SMILES: [CH3:1][O:2][C:3]1[CH:11]=[CH:10][C:6]([C:7](O)=[O:8])=[CH:5][C:4]=1/[CH:12]=[CH:13]/[C:14]1[CH:19]=[CH:18][C:17]([O:20][C:21]([F:24])([F:23])[F:22])=[CH:16][CH:15]=1.Cl.[CH2:26]([NH:33][NH2:34])[C:27]1[CH:32]=[CH:31][CH:30]=[CH:29][CH:28]=1>>[CH2:26]([NH:33][NH:34][C:7](=[O:8])[C:6]1[CH:10]=[CH:11][C:3]([O:2][CH3:1])=[C:4](/[CH:12]=[CH:13]/[C:14]2[CH:19]=[CH:18][C:17]([O:20][C:21]([F:22])([F:24])[F:23])=[CH:16][CH:15]=2)[CH:5]=1)[C:27]1[CH:32]=[CH:31][CH:30]=[CH:29][CH:28]=1 |f:1.2|. Reported procedure: The captioned compound was synthesized from 4-methoxy-3-[(E)-2-(4-trifluoromethoxyphenyl)vinyl]benzoic acid obtained in step B of Example 2-2-1 and benzylhydrazine hydrochloride in accordance with the same procedure as in the methods described in step C of Example 1-2-3. Procedure details: To a suspension of 2-chloro-3,4-dihydro-6-(3,4-dimethoxyphenyl)-3-methyl-4-(2,4,6-trimethylphenylimino)pyrimidine (1.0 g) in a mixture of methanol (9 ml) and water (1.5 ml) was added sodium azide (0.163 g). The mixture was stirred at 50° to 55° C. for an hour. After removal of the solvent, the residue was washed with water and collected by filtration to give 4,5-dihydro-7-(3,4-dimethoxyphenyl)-4-methyl-5-(2,4,6-trimethylphenylimino)tetrazolo[1,5-a]pyrimidine (0.80 g). Yield: 78.9%. RXN SMILES: Cl[C:2]1[N:7]([CH3:8])[C:6](=[N:9][C:10]2[C:15]([CH3:16])=[CH:14][C:13]([CH3:17])=[CH:12][C:11]=2[CH3:18])[CH:5]=[C:4]([C:19]2[CH:24]=[CH:23][C:22]([O:25][CH3:26])=[C:21]([O:27][CH3:28])[CH:20]=2)[N:3]=1.[N-:29]=[N+:30]=[N-:31].[Na+]>CO.O>[CH3:28][O:27][C:21]1[CH:20]=[C:19]([C:4]2[N:3]3[N:29]=[N:30][N:31]=[C:2]3[N:7]([CH3:8])[C:6](=[N:9][C:10]3[C:15]([CH3:16])=[CH:14][C:13]([CH3:17])=[CH:12][C:11]=3[CH3:18])[CH:5]=2)[CH:24]=[CH:23][C:22]=1[O:25][CH3:26] |f:1.2|. Run in CO (methanol), O (water). The product is COC=1C=C(C=CC1OC)C1=CC(N(C=2N1N=NN2)C)=NC2=C(C=C(C=C2C)C)C (4,5-dihydro-7-(3,4-dimethoxyphenyl)-4-methyl-5-(2,4,6-trimethylphenylimino)tetrazolo[1,5-a]pyrimidine). The reactants are ClC1=NC(=CC(N1C)=NC1=C(C=C(C=C1C)C)C)C1=CC(=C(C=C1)OC)OC (2-chloro-3,4-dihydro-6-(3,4-dimethoxyphenyl)-3-methyl-4-(2,4,6-trimethylphenylimino)pyrimidine), [N-]=[N+]=[N-].[Na+] (sodium azide). Reactants: C(CCC)[Li] (butyllithium), [OH-].[Na+] (NaOH), BrC1=C(C=C(C=C1)C(F)(F)F)C1=CC=NN1C (5-(2-bromo-5-(trifluoromethyl)phenyl)-1-methyl-1H-pyrazole), BrC1=C(C=C(C=C1)C(F)(F)F)C1=CC=NN1C (5-(2-bromo-5-(trifluoromethyl)phenyl)-1-methyl-1H-pyrazole), B(OC(C)C)(OC(C)C)OC(C)C (triisopropyl borate). Solvent: C(C)OCC (diethyl ether), O (water). Run at temperature -78 celsius, time 30 minute. Product: CN1N=CC=C1C1=C(C=CC(=C1)C(F)(F)F)B(O)O ((2-(1-methyl-1H-pyrazol-5-yl)-4-(trifluoromethyl)phenyl)boronic acid). The yield is 90.2%. As a reaction SMILES: Br[C:2]1[CH:7]=[CH:6][C:5]([C:8]([F:11])([F:10])[F:9])=[CH:4][C:3]=1[C:12]1[N:16]([CH3:17])[N:15]=[CH:14][CH:13]=1.[B:18](OC(C)C)([O:23]C(C)C)[O:19]C(C)C.C([Li])CCC.[OH-].[Na+]>O.C(OCC)C>[CH3:17][N:16]1[C:12]([C:3]2[CH:4]=[C:5]([C:8]([F:11])([F:10])[F:9])[CH:6]=[CH:7][C:2]=2[B:18]([OH:23])[OH:19])=[CH:13][CH:14]=[N:15]1 |f:3.4|. Procedure: An 250 mL round-bottom flask was charged with 5-(2-bromo-5-(trifluoromethyl)phenyl)-1-methyl-1H-pyrazole (Intermediate F) (2.956 g, 9.69 mmol), diethyl ether (74.5 mL), and triisopropyl borate (2.70 mL, 11.63 mmol). The flask was cooled to −78° C. for 10 min, after which butyllithium (2.5M in hexanes) (4.65 mL, 11.63 mmol) was added dropwise. The mixture was stirred for 30 min, and then warmed to room temperature. A 2N aq. NaOH solution (100 mL) was added, and the resulting biphasic mixture was ... The reactants are C(C1=CC=CC=C1)SC1=C(C=CC(=C1)C(=O)O)C1C(NC(N1)=O)=O (5-(2-benzylthio-4-carboxyphenyl)hydantoin), [OH-].[Na+] (sodium hydroxide), Cl (hydrochloric acid). Reaction conditions: temperature 120 celsius, time 20 hour. The product is NC(C(=O)O)C1=C(C=C(C=C1)C(=O)O)SCC1=CC=CC=C1 (2-Amino-2(2-benzylthio-4-carboxyphenyl)acetic acid). RXN SMILES: [CH2:1]([S:8][C:9]1[CH:14]=[C:13]([C:15]([OH:17])=[O:16])[CH:12]=[CH:11][C:10]=1[CH:18]1[NH:22]C(=O)N[C:19]1=[O:24])[C:2]1[CH:7]=[CH:6][CH:5]=[CH:4][CH:3]=1.[OH-:25].[Na+].Cl>>[NH2:22][CH:18]([C:10]1[CH:11]=[CH:12][C:13]([C:15]([OH:17])=[O:16])=[CH:14][C:9]=1[S:8][CH2:1][C:2]1[CH:3]=[CH:4][CH:5]=[CH:6][CH:7]=1)[C:19]([OH:24])=[O:25] |f:1.2|. Reported procedure: A solution of 5-(2-benzylthio-4-carboxyphenyl)hydantoin (0.375 g, 0.12 mmol) in 2N sodium hydroxide (6 ml, 12 mmol) was heated with stirring in a sealed reaction vessel for 20 hours at 120° C. The cooled solution was acidified wih 2N hydrochloric acid (1 ml) to pH~4 and chromatographed on ion exchange (Dowex 50×8-100). The column was eluted sequentially with water, tetrahydrofuran-water (1:1), water, then 10% pyridine in water. Fractions collected after pyridine water were combined, evaporated t...